From a dataset of the Open Reaction Database (ORD), a public repository of structured organic reaction records. describe an organic reaction: reactants, conditions, products, and yield Starting materials: CCN(C(C)C)C(C)C, ClCCl, Cc1cc(C)nc(OC(C(=O)O)C(OCCN)(c2ccccc2)c2ccccc2)n1, CN(C)c1ccccn1, COc1ccc(C(=O)Cl)cc1OC, CCOCC. The product is COc1ccc(C(=O)NCCOC(c2ccccc2)(c2ccccc2)C(Oc2nc(C)cc(C)n2)C(=O)O)cc1OC. RXN SMILES: [CH2:31]([N:32]([CH:33]([CH3:34])[CH3:35])[CH:36]([CH3:37])[CH3:38])[CH3:39].[CH2:62]([Cl:63])[Cl:64].[CH3:1][c:2]1[n:3][c:4]([O:9][CH:10]([C:11](=[O:12])[OH:13])[C:14]([c:15]2[cH:16][cH:17][cH:18][cH:19][cH:20]2)([c:21]2[cH:22][cH:23][cH:24][cH:25][cH:26]2)[O:27][CH2:28][CH2:29][NH2:30])[n:5][c:6]([CH3:8])[cH:7]1.[CH3:40][N:41]([c:42]1[cH:43][cH:44][cH:45][cH:46][n:47]1)[CH3:48].[CH3:49][O:50][c:51]1[cH:52][c:53]([C:54](=[O:55])[Cl:56])[cH:57][cH:58][c:59]1[O:60][CH3:61].[CH3:65][CH2:66][O:67][CH2:68][CH3:69]>>[CH3:1][c:2]1[n:3][c:4]([O:9][CH:10]([C:11](=[O:12])[OH:13])[C:14]([c:15]2[cH:16][cH:17][cH:18][cH:19][cH:20]2)([c:21]2[cH:22][cH:23][cH:24][cH:25][cH:26]2)[O:27][CH2:28][CH2:29][NH:30][C:54]([c:53]2[cH:52][c:51]([O:50][CH3:49])[c:59]([O:60][CH3:61])[cH:58][cH:57]2)=[O:55])[n:5][c:6]([CH3:8])[cH:7]1. Reactants: C(C)(C)(C)OC(=O)N[C@H](C(=O)OC)CC1=CC(=C(C=C1)C1CC(N(S1(=O)=O)C(C)(C)C)=O)F (Methyl (2S)-2-[(tert-butoxycarbonyl)amino]-3-[4-(2-tert-butyl-1,1-dioxido-3-oxo-isothiazolidin-5-yl)-3-fluorophenyl]propanoate), FC(C(=O)O)(F)F (trifluoroacetic acid). Product: FC(C(=O)O)(F)F.N[C@H](C(=O)OC)CC1=CC(=C(C=C1)C1CC(NS1(=O)=O)=O)F (Methyl (2S)-2-amino-3-[4-(1,1-dioxido-3-oxoisothiazolidin-5-yl)-3-fluorophenyl]propanoate trifluoroacetate). Isolated yield 61.0%. As a reaction SMILES: C(OC([NH:8][C@@H:9]([CH2:14][C:15]1[CH:20]=[CH:19][C:18]([CH:21]2[S:25](=[O:27])(=[O:26])[N:24](C(C)(C)C)[C:23](=[O:32])[CH2:22]2)=[C:17]([F:33])[CH:16]=1)[C:10]([O:12][CH3:13])=[O:11])=O)(C)(C)C.[F:34][C:35]([F:40])([F:39])[C:36]([OH:38])=[O:37]>>[F:34][C:35]([F:40])([F:39])[C:36]([OH:38])=[O:37].[NH2:8][C@@H:9]([CH2:14][C:15]1[CH:20]=[CH:19][C:18]([CH:21]2[S:25](=[O:26])(=[O:27])[NH:24][C:23](=[O:32])[CH2:22]2)=[C:17]([F:33])[CH:16]=1)[C:10]([O:12][CH3:13])=[O:11] |f:2.3|. Procedure details: Methyl (2S)-2-[(tert-butoxycarbonyl)amino]-3-[4-(2-tert-butyl-1,1-dioxido-3-oxo-isothiazolidin-5-yl)-3-fluorophenyl]propanoate (1.10 g, 2.26 mmol) in trifluoroacetic acid (10.0 mL) was heated for 2 minutes at 130° C. in the microwave. The solution was concentrated in vacuo and purified by preparative LCMS to afford product as a white solid (614 mg, 61%). 1H NMR (400 MHz, CD3OD): δ 7.53 (m, 1H), 7.18–7.14 (m, 2H), 5.33–5.30 (m, 1H), 4.39 (m, 1H), 3.82 (s, 3H), 3.43–3.12 (m, 4H). LCMS found for C1...